This data is from the Open Reaction Database (ORD), a public repository of structured organic reaction records. The task is: describe an organic reaction: reactants, conditions, products, and yield Reactants: C[SiH](C)OC1(C=O)CC(C(C)(C)C)CN1C(=O)OC(C)(C)C, [Li]CCCC, CCCCCC, CCOC(C)=O, [Cl-], [NH4+], C#CCOC1CCCCO1, C1CCOC1. Yields the product C[SiH](C)OC1(C(O)C#CCOC2CCCCO2)CC(C(C)(C)C)CN1C(=O)OC(C)(C)C. Reaction SMILES: [C:17]([CH3:18])([CH3:19])([CH3:20])[O:21][C:22](=[O:23])[N:24]1[C:25]([CH:33]=[O:34])([O:35][SiH:36]([CH3:37])[CH3:38])[CH2:26][CH:27]([C:29]([CH3:30])([CH3:31])[CH3:32])[CH2:28]1.[CH2:46]([Li:47])[CH2:48][CH2:49][CH3:50].[CH3:11][CH2:12][CH2:13][CH2:14][CH2:15][CH3:16].[CH3:51][CH2:52][O:53][C:54](=[O:55])[CH3:56].[Cl-:39].[NH4+:40].[O:1]1[CH:2]([O:7][CH2:8][C:9]#[CH:10])[CH2:3][CH2:4][CH2:5][CH2:6]1.[O:41]1[CH2:42][CH2:43][CH2:44][CH2:45]1>>[O:1]1[CH:2]([O:7][CH2:8][C:9]#[C:10][CH:33]([C:25]2([O:35][SiH:36]([CH3:37])[CH3:38])[N:24]([C:22]([O:21][C:17]([CH3:18])([CH3:19])[CH3:20])=[O:23])[CH2:28][CH:27]([C:29]([CH3:30])([CH3:31])[CH3:32])[CH2:26]2)[OH:34])[CH2:3][CH2:4][CH2:5][CH2:6]1. The reactants are NCC1=CC=C(C(=O)O)C=C1 (4-Aminomethylbenzoic acid), C(C)(=O)SCC(C(=O)Cl)CC1=CC=CC=C1 (2-acetylthiomethyl-3-phenylpropionyl chloride), Cl (hydrochloric acid), C(O)([O-])=O.[Na+] (sodium hydrogen carbonate). The solvent is O1CCCC1 (tetrahydrofuran), O (water). The product is C(C)(=O)SCC(C(=O)NCC1=CC=C(C(=O)O)C=C1)CC1=CC=CC=C1 (4-[(2-acetylthiomethyl-3-phenylpropionyl)aminomethyl]benzoic acid). The yield is 32.6%. As a reaction SMILES: [NH2:1][CH2:2][C:3]1[CH:11]=[CH:10][C:6]([C:7]([OH:9])=[O:8])=[CH:5][CH:4]=1.C(=O)([O-])O.[Na+].[C:17]([S:20][CH2:21][CH:22]([CH2:26][C:27]1[CH:32]=[CH:31][CH:30]=[CH:29][CH:28]=1)[C:23](Cl)=[O:24])(=[O:19])[CH3:18].Cl>O.O1CCCC1>[C:17]([S:20][CH2:21][CH:22]([CH2:26][C:27]1[CH:28]=[CH:29][CH:30]=[CH:31][CH:32]=1)[C:23]([NH:1][CH2:2][C:3]1[CH:4]=[CH:5][C:6]([C:7]([OH:9])=[O:8])=[CH:10][CH:11]=1)=[O:24])(=[O:19])[CH3:18] |f:1.2|. Procedure: 4-Aminomethylbenzoic acid (1.50 g) and sodium hydrogen carbonate (1.68 g) are suspended in water (20 ml), and thereto is added dropwise a solution of 2-acetylthiomethyl-3-phenylpropionyl chloride (2.86 g) in tetrahydrofuran (6 ml) with vigorously stirring. After the reaction is completed, the reaction mixture is acidified with hydrochloric acid and is extracted with ethyl acetate. The extract is dried over anhydrous magnesium sulfate, and then the solvent is distilled off under reduced pressure.... Reactants: CC(=O)O, C1CCOC1, C[Si](C)(C)C=[N+]=[N-], CO, Cc1ccc(C(=O)O)c(Cl)n1. Yields the product COC(=O)c1ccc(C)nc1Cl. As a reaction SMILES: [C:19]([OH:20])(=[O:21])[CH3:22].[CH2:23]1[O:24][CH2:25][CH2:26][CH2:27]1.[CH3:1][Si:2]([CH:3]=[N+:4]=[N-:5])([CH3:6])[CH3:7].[CH3:28][OH:29].[Cl:8][c:9]1[c:10]([C:11](=[O:12])[OH:13])[cH:14][cH:15][c:16]([CH3:18])[n:17]1>>[CH3:1][O:13][C:11]([c:10]1[c:9]([Cl:8])[n:17][c:16]([CH3:18])[cH:15][cH:14]1)=[O:12]. Reported procedure: Prepared analogously to Example 1d from rac.-2-chloro-4-{N-[1-(5-chloro-1H-benzimidazol-2-yl)ethyl]aminocarbonyl}benzoic acid, thiomorpholine, PFTU, and diisopropylethylamine in DMSO at ambient temperature. HPLC-MS results: retention time: 4.45 minutes; C21H20Cl2N4O2S (463.39); mass spectrum: (M−H)−=462/464/466 (chlorine isotope). Reactants: C21H20Cl2N4O2S, ClC1=C(C(=O)O)C=CC(=C1)C(=O)NC(C)C1=NC2=C(N1)C=CC(=C2)Cl (rac.-2-chloro-4-{N-[1-(5-chloro-1H-benzimidazol-2-yl)ethyl]aminocarbonyl}benzoic acid), N1CCSCC1 (thiomorpholine), C(C)(C)N(CC)C(C)C (diisopropylethylamine), ClCl (chlorine). RXN SMILES: [Cl:1][C:2]1[CH:10]=[C:9]([C:11]([NH:13][CH:14]([C:16]2[NH:20][C:19]3[CH:21]=[CH:22][C:23]([Cl:25])=[CH:24][C:18]=3[N:17]=2)[CH3:15])=[O:12])[CH:8]=[CH:7][C:3]=1[C:4](O)=[O:5].[NH:26]1[CH2:31][CH2:30][S:29][CH2:28][CH2:27]1.C(N(C(C)C)CC)(C)C.ClCl>CS(C)=O>[Cl:1][C:2]1[CH:10]=[C:9]([CH:8]=[CH:7][C:3]=1[C:4]([N:26]1[CH2:31][CH2:30][S:29][CH2:28][CH2:27]1)=[O:5])[C:11]([NH:13][CH:14]([C:16]1[NH:20][C:19]2[CH:21]=[CH:22][C:23]([Cl:25])=[CH:24][C:18]=2[N:17]=1)[CH3:15])=[O:12]. The product is ClC=1C=C(C(=O)NC(C)C2=NC3=C(N2)C=CC(=C3)Cl)C=CC1C(=O)N1CCSCC1 (3-chloro-N-[1-(5-chloro-1H-benzimidazol-2-yl)ethyl]-4-(thiomorpholine-4-ylcarbonyl)benzamide). The solvent is CS(=O)C (DMSO). The reactants are CO\N=C(/C)\C1=C(C=CC=C1)I ((1E)-1-(2-iodophenyl)ethanone O-methyloxime), FC1=CC=C(C=C1)C=1C=C2C=CC(=CC2=CC1)S(=O)[O-].[Na+] (sodium 6-(4-fluorophenyl)naphthalene-2-sulfinate). The product is CO\N=C(/C)\C1=C(C=CC=C1)S(=O)(=O)C1=CC2=CC=C(C=C2C=C1)C1=CC=C(C=C1)F ((1E)-1-(2-{[6-(4-Fluorophenyl)naphthalen-2-yl]sulfonyl}phenyl)ethanone O-methyloxime). As a reaction SMILES: [CH3:1][O:2]/[N:3]=[C:4](/[C:6]1[CH:11]=[CH:10][CH:9]=[CH:8][C:7]=1I)\[CH3:5].[F:13][C:14]1[CH:19]=[CH:18][C:17]([C:20]2[CH:21]=[C:22]3[C:27](=[CH:28][CH:29]=2)[CH:26]=[C:25]([S:30]([O-:32])=[O:31])[CH:24]=[CH:23]3)=[CH:16][CH:15]=1.[Na+]>>[CH3:1][O:2]/[N:3]=[C:4](/[C:6]1[CH:11]=[CH:10][CH:9]=[CH:8][C:7]=1[S:30]([C:25]1[CH:24]=[CH:23][C:22]2[C:27](=[CH:28][CH:29]=[C:20]([C:17]3[CH:18]=[CH:19][C:14]([F:13])=[CH:15][CH:16]=3)[CH:21]=2)[CH:26]=1)(=[O:31])=[O:32])\[CH3:5] |f:1.2|. Procedure: Prepared according to the method of Example 6, Step 4 using (1E)-1-(2-iodophenyl)ethanone O-methyloxime and sodium 6-(4-fluorophenyl)naphthalene-2-sulfinate. 1H NMR (400 MHz, d6-DMSO): δ 8.56 (1H, s), 8.35 (1H, s), 8.29-8.27 (2H, m), 8.17 (1H, d, J=8.8 Hz), 8.02 (1H, dd, J=1.7, 8.6 Hz), 7.91 (2H, dd, J=5.5, 8.8 Hz), 7.83-7.71 (3H, m), 7.44 (1H, dd, J=1.7, 7.4 Hz), 7.37 (2H, t, J=8.8 Hz), 3.56 (3H, s), 2.14 (3H, s); m/z (ES+) 434 [MH+].